describe an organic reaction: reactants, conditions, products, and yield From a dataset of the Open Reaction Database (ORD), a public repository of structured organic reaction records. Reactants: [OH-].[Na+] (sodium hydroxide), C(C)(=O)OC(C)=O (acetic anhydride), C(=O)O (formic acid), ClC1=CC(=C(C=C1)C(C)=O)NC (4'-Chloro-2'-(methylamino)acetophenone). Run in O (Water). Run at time 8 hour. The product is C(C)(=O)C1=C(N(C=O)C)C=C(C=C1)Cl (2'-acetyl-5'-chloro-N-methylformanilide). RXN SMILES: C(OC(=O)C)(=O)C.[CH:8]([OH:10])=O.[Cl:11][C:12]1[CH:17]=[CH:16][C:15]([C:18](=[O:20])[CH3:19])=[C:14]([NH:21][CH3:22])[CH:13]=1.[OH-].[Na+]>O>[C:18]([C:15]1[CH:16]=[CH:17][C:12]([Cl:11])=[CH:13][C:14]=1[N:21]([CH3:22])[CH:8]=[O:10])(=[O:20])[CH3:19] |f:3.4|. Procedure details: A mixture of acetic anhydride (12 ml) and formic acid (8 ml) was heated at 55° for 3 hours and then cooled to ambient temperature. 4'-Chloro-2'-(methylamino)acetophenone (9.7 g) was then added and the mixture stirred at ambient temperature overnight. Water (40 ml) was added and the mixture stirred in an ice/salt bath and neutralised by adding aqueous sodium hydroxide (specific gravity 1.5, 22 ml) whilst maintaining the temperature below 30°. The reaction mixture was extracted with dichloromethan... Starting materials: IC=1C=C(C=C(C1)OC)C1=CSC=C1 (3-(3-iodo-5-methoxy-phenyl)-thiophene), [I-].[Na+] (sodium iodide), C[Si](C)(C)Cl (trimethylsilyl chloride). The solvent is O (water), C(C)#N (acetonitrile). Yields the product IC=1C=C(C=C(C1)C1=CSC=C1)O (3-iodo-5-thiophen-3-yl-phenol). Yield: 94.8%. As a reaction SMILES: [I:1][C:2]1[CH:3]=[C:4]([C:10]2[CH:14]=[CH:13][S:12][CH:11]=2)[CH:5]=[C:6]([O:8]C)[CH:7]=1.[I-].[Na+].C[Si](Cl)(C)C>C(#N)C.O>[I:1][C:2]1[CH:7]=[C:6]([OH:8])[CH:5]=[C:4]([C:10]2[CH:14]=[CH:13][S:12][CH:11]=2)[CH:3]=1 |f:1.2|. Procedure details: To a suspension of 3-(3-iodo-5-methoxy-phenyl)-thiophene (2.08 g, 6.7 mmol) and sodium iodide (65.73 mmol, 9.85 g) in acetonitrile (80 mL) was added trimethylsilyl chloride (32.86 mmol, 4.16 mL) at room temperature. Then, the resulting light yellow suspension was heated to reflux for 48 h. Then, it was cooled to room temperature and diluted with water (50 mL). The organic compound was extracted into ethyl acetate (2×75 mL) and the combined ethyl acetate extracts were washed with saturated sodium... Starting materials: C(#N)C1=CC(=C(C(=O)N[C@@H](CC2=CC=CC=C2)C=2NC=C(N2)C2=CC=C(C=C2)C2=NOC(=N2)C)C=C1)F (4-Cyano-2-fluoro-N—((S)-1-{4-[4-(5-methyl-[1,2,4]oxadiazol-3-yl)-phenyl]-1H-imidazol-2-yl}-2-phenyl-ethyl)-benzamide), compound, C(#N)C1=CC(=C(C(=O)O)C=C1)F (4-cyano-2-fluorobenzoic acid). The product is C(N)(=N)C1=CC=C(C=C1)C=1N=C(NC1)[C@H](CC1=CC=CC=C1)NC(C1=C(C=C(C(=O)N)C=C1)F)=O (N1-{(S)-1-[4-(4-Carbamimidoyl-phenyl)-1H-imidazol-2-yl]-2-phenyl-ethyl}-2-fluoro-terephthalamide). The yield is 90.0%. As a reaction SMILES: [C:1]([C:3]1[CH:36]=[CH:35][C:6]([C:7]([NH:9][C@H:10]([C:18]2[NH:19][CH:20]=[C:21]([C:23]3[CH:28]=[CH:27][C:26]([C:29]4[N:33]=C(C)O[N:30]=4)=[CH:25][CH:24]=3)[N:22]=2)[CH2:11][C:12]2[CH:17]=[CH:16][CH:15]=[CH:14][CH:13]=2)=[O:8])=[C:5]([F:37])[CH:4]=1)#[N:2].C(C1C=CC(C(O)=[O:45])=C(F)C=1)#N>>[C:29]([C:26]1[CH:25]=[CH:24][C:23]([C:21]2[N:22]=[C:18]([C@@H:10]([NH:9][C:7](=[O:8])[C:6]3[CH:35]=[CH:36][C:3]([C:1]([NH2:2])=[O:45])=[CH:4][C:5]=3[F:37])[CH2:11][C:12]3[CH:13]=[CH:14][CH:15]=[CH:16][CH:17]=3)[NH:19][CH:20]=2)=[CH:28][CH:27]=1)(=[NH:30])[NH2:33]. Procedure details: Part C: 4-Cyano-2-fluoro-N—((S)-1-{4-[4-(5-methyl-[1,2,4]oxadiazol-3-yl)-phenyl]-1H-imidazol-2-yl}-2-phenyl-ethyl)-benzamide: The compound of Example 183 Part B was coupled to 4-cyano-2-fluorobenzoic acid using the procedure of Example 176 Part B to provide the amide in 90% yield. 1H NMR (500 MHz, CDCl3) δ ppm 2.64 (s, 3 H) 3.43 (dd, J=13.75, 7.15 Hz, 1 H) 3.58 (dd, J=13.75, 7.70 Hz, 1 H) 5.38 (q, J=7.15 Hz, 1 H) 7.20-7.33 (m, 7 H) 7.42 (d, J=9.90 Hz, 1 H) 7.54 (d, J=8.25 Hz, 2 H) 7.86 (s, 1 H) ... RXN SMILES: [CH3:1][I:2].[CH2:3]([S:7][C:8]1[C:9]([C:13]2[CH:14]=[N:15][CH:16]=[CH:17][CH:18]=2)=[N:10][S:11][N:12]=1)[CH2:4][CH2:5][CH3:6]>>[I-:2].[CH2:3]([S:7][C:8]1[C:9]([C:13]2[CH2:14][N:15]([CH3:1])[CH:16]=[CH:17][CH:18]=2)=[N:10][S:11][N:12]=1)[CH2:4][CH2:5][CH3:6] |f:2.3|. Reaction conditions: time 48 hour. Reactants: CI (Methyl iodide), C(CCC)SC=1C(=NSN1)C=1C=NC=CC1 (3-(4-butylthio-1,2,5-thiadiazol-3-yl)pyridine). The product is [I-].C(CCC)SC=1C(=NSN1)C=1CN(C=CC1)C (3-(4-butylthio-1,2,5-thiadiazol-3-yl)-1-methylpyridine iodide). Procedure details: Methyl iodide (1 ml, 15 mmol) was added to a solution of 3-(4-butylthio-1,2,5-thiadiazol-3-yl)pyridine (0.6 g, 2.3 mmol) and the reaction mixture was stirred at room temperature for 48 h and evaporated. The reactants are Cc1ccc(Br)s1, O=C([O-])[O-], CCOC(C)=O, [Cs+], [Cs+], CN(C)C=O, O, CC1(C)OB(c2ccc3c(c2)C(=O)N(Cc2ncccn2)CCO3)OC1(C)C. The product is Cc1ccc(-c2ccc3c(c2)C(=O)N(Cc2ncccn2)CCO3)s1. Reaction SMILES: [Br:29][c:30]1[s:31][c:32]([CH3:35])[cH:33][cH:34]1.[C:36](=[O:37])([O-:38])[O-:39].[CH3:42][CH2:43][O:44][C:45]([CH3:46])=[O:47].[Cs+:40].[Cs+:41].[O:48]=[CH:49][N:50]([CH3:51])[CH3:52].[OH2:53].[n:1]1[c:2]([CH2:7][N:8]2[CH2:9][CH2:10][O:11][c:12]3[c:13]([cH:16][c:17]([B:20]4[O:21][C:22]([CH3:23])([CH3:24])[C:25]([CH3:26])([CH3:27])[O:28]4)[cH:18][cH:19]3)[C:14]2=[O:15])[n:3][cH:4][cH:5][cH:6]1>>[n:1]1[c:2]([CH2:7][N:8]2[CH2:9][CH2:10][O:11][c:12]3[c:13]([cH:16][c:17](-[c:30]4[s:31][c:32]([CH3:35])[cH:33][cH:34]4)[cH:18][cH:19]3)[C:14]2=[O:15])[n:3][cH:4][cH:5][cH:6]1.